This data is from the Open Reaction Database (ORD), a public repository of structured organic reaction records. The task is: describe an organic reaction: reactants, conditions, products, and yield Reaction SMILES: [CH3:1][O:2][c:3]1[cH:4][c:5]([NH:13][C:14]([O:15][c:16]2[cH:17][cH:18][cH:19][cH:20][cH:21]2)=[O:22])[cH:6][cH:7][c:8]1[C:9]([F:10])([F:11])[F:12].[CH3:23][O:24][c:25]1[cH:26][c:27]2[c:28]([S:40][c:41]3[cH:42][c:43]([NH2:44])[cH:45][cH:46][cH:47]3)[n:29][cH:30][n:31][c:32]2[cH:33][c:34]1[O:35][CH2:36][CH2:37][O:38][CH3:39].[CH3:57][N:58]([c:59]1[cH:60][cH:61][n:62][cH:63][cH:64]1)[CH3:65].[CH:48]([N:49]([CH:50]([CH3:51])[CH3:52])[CH2:53][CH3:54])([CH3:55])[CH3:56]>>[CH3:1][O:2][c:3]1[cH:4][c:5]([NH:13][C:14](=[O:22])[NH:44][c:43]2[cH:42][c:41]([S:40][c:28]3[c:27]4[cH:26][c:25]([O:24][CH3:23])[c:34]([O:35][CH2:36][CH2:37][O:38][CH3:39])[cH:33][c:32]4[n:31][cH:30][n:29]3)[cH:47][cH:46][cH:45]2)[cH:6][cH:7][c:8]1[C:9]([F:10])([F:11])[F:12]. Reactants: COc1cc(NC(=O)Oc2ccccc2)ccc1C(F)(F)F, COCCOc1cc2ncnc(Sc3cccc(N)c3)c2cc1OC, CN(C)c1ccncc1, CCN(C(C)C)C(C)C. Product: COCCOc1cc2ncnc(Sc3cccc(NC(=O)Nc4ccc(C(F)(F)F)c(OC)c4)c3)c2cc1OC. Reactants: O=C=NC1CCCCC1, NS(=O)(=O)c1cc(Cl)ccc1Cl, O=C(Cl)Cl, Clc1ccccc1, C1CN2CCN1CC2. Product: O=C=NS(=O)(=O)c1cc(Cl)ccc1Cl. Reaction SMILES: [CH:13]1([N:14]=[C:20]=[O:21])[CH2:15][CH2:16][CH2:17][CH2:18][CH2:19]1.[Cl:1][c:2]1[c:3]([S:9](=[O:10])(=[O:11])[NH2:12])[cH:4][c:5]([Cl:8])[cH:6][cH:7]1.[Cl:30][C:31](=[O:32])[Cl:33].[Cl:34][c:35]1[cH:36][cH:37][cH:38][cH:39][cH:40]1.[N:22]12[CH2:23][CH2:24][N:25]([CH2:26][CH2:27]1)[CH2:28][CH2:29]2>>[Cl:1][c:2]1[c:3]([S:9](=[O:10])(=[O:11])[N:12]=[C:20]=[O:21])[cH:4][c:5]([Cl:8])[cH:6][cH:7]1. Starting materials: C(C1=CC=CC=C1)OC(=O)NC(C(=O)OC)CNC(=O)OC(C)(C)C (methyl 2-[[(benzyloxy)carbonyl]amino]-3-[(tert-butoxycarbonyl)amino]propanoate), FC(C(=O)O)(F)F (trifluoroacetic acid). Solvent: C1(=CC=CC=C1)C (toluene). Reaction conditions: time 1 hour. Product: FC(C(=O)O)(F)F.NCC(C(=O)OC)NC(=O)OCC1=CC=CC=C1 (methyl 3-amino-2-[[(benzyloxy)carbonyl)amino]propanoate trifluoroacetate). RXN SMILES: [CH2:1]([O:8][C:9]([NH:11][CH:12]([CH2:17][NH:18]C(OC(C)(C)C)=O)[C:13]([O:15][CH3:16])=[O:14])=[O:10])[C:2]1[CH:7]=[CH:6][CH:5]=[CH:4][CH:3]=1.[F:26][C:27]([F:32])([F:31])[C:28]([OH:30])=[O:29]>C1(C)C=CC=CC=1>[F:26][C:27]([F:32])([F:31])[C:28]([OH:30])=[O:29].[NH2:18][CH2:17][CH:12]([NH:11][C:9]([O:8][CH2:1][C:2]1[CH:3]=[CH:4][CH:5]=[CH:6][CH:7]=1)=[O:10])[C:13]([O:15][CH3:16])=[O:14] |f:3.4|. Procedure: A solution of methyl 2-[[(benzyloxy)carbonyl]amino]-3-[(tert-butoxycarbonyl)amino]propanoate (4.3 g) in toluene (20 ml) was treated dropwise with trifluoroacetic acid (20 ml) and stirred at room temperature for 1 hour, and concentrated under reduced pressure. The residue was crystallized from ethyl acetate to obtain methyl 3-amino-2-[[(benzyloxy)carbonyl)amino]propanoate trifluoroacetate (4.4 g).